Task: describe an organic reaction: reactants, conditions, products, and yield. Dataset: the Open Reaction Database (ORD), a public repository of structured organic reaction records The reactants are Cl.C(C)N(CCN(C1=CC=C(C=C1)C=C(C1=CC=CC=C1)C1=CC=CC=C1)S(=O)(=O)CCCC)CC (N-(2-Diethylaminoethyl)-4'-(β-phenylstyryl)butanesulfonanilide hydrochloride), [OH-].[Na+] (sodium hydroxide), ClCl (chlorine), Cl (hydrogen chloride). The solvent is C(Cl)(Cl)(Cl)Cl (carbon tetrachloride), C(Cl)(Cl)(Cl)Cl (carbon tetrachloride), C(Cl)(Cl)Cl (chloroform). Conditions: time 30 minute. Yields the product C(C)N(CCN(C1=CC=C(C=C1)C(=C(C1=CC=CC=C1)C1=CC=CC=C1)Cl)S(=O)(=O)CCCC)CC (N-(2-Diethylaminoethyl)-4'-(α-chloro-β-phenylstyryl)butanesulfonanilide). As a reaction SMILES: [ClH:1].[CH2:2]([N:4]([CH2:35][CH3:36])[CH2:5][CH2:6][N:7]([S:28]([CH2:31][CH2:32][CH2:33][CH3:34])(=[O:30])=[O:29])[C:8]1[CH:13]=[CH:12][C:11]([CH:14]=[C:15]([C:22]2[CH:27]=[CH:26][CH:25]=[CH:24][CH:23]=2)[C:16]2[CH:21]=[CH:20][CH:19]=[CH:18][CH:17]=2)=[CH:10][CH:9]=1)[CH3:3].ClCl.Cl.[OH-].[Na+]>C(Cl)(Cl)(Cl)Cl.C(Cl)(Cl)Cl>[CH2:35]([N:4]([CH2:2][CH3:3])[CH2:5][CH2:6][N:7]([S:28]([CH2:31][CH2:32][CH2:33][CH3:34])(=[O:30])=[O:29])[C:8]1[CH:9]=[CH:10][C:11]([C:14]([Cl:1])=[C:15]([C:22]2[CH:27]=[CH:26][CH:25]=[CH:24][CH:23]=2)[C:16]2[CH:21]=[CH:20][CH:19]=[CH:18][CH:17]=2)=[CH:12][CH:13]=1)[CH3:36] |f:0.1,4.5|. Procedure details: N-(2-Diethylaminoethyl)-4'-(β-phenylstyryl)butanesulfonanilide hydrochloride (10.5 g., 0.02 mole, refer to Procedure 51) is dissolved in a mixture of 300 ml. of carbon tetrachloride and 20 ml. of chloroform. The mixture is stirred and 39 ml. of a carbon tetrachloride solution containing 1.4 g. (0.02 mole) of chlorine is added thereto during 30 min. The mixture is kept at room temperature for an additional 30 min. and then refluxed for 1 hr. Vigorous evolution of hydrogen chloride gas is apparent... Reactants: BrC=1C=C(C=CC1Cl)[N+](=O)[O-] (3-bromo-4-chloronitrobenzene), CC1=C(C=NC=C1)B(O)O (4-methyl-3-pyridylboronic acid). Yields the product ClC1=C(C=C(C=C1)[N+](=O)[O-])C=1C=NC=CC1C (4-Chloro-3(4-methyl-3-pyridyl)nitrobenzene). Reaction SMILES: Br[C:2]1[CH:3]=[C:4]([N+:9]([O-:11])=[O:10])[CH:5]=[CH:6][C:7]=1[Cl:8].[CH3:12][C:13]1[CH:18]=[CH:17][N:16]=[CH:15][C:14]=1B(O)O>>[Cl:8][C:7]1[CH:6]=[CH:5][C:4]([N+:9]([O-:11])=[O:10])=[CH:3][C:2]=1[C:14]1[CH:15]=[N:16][CH:17]=[CH:18][C:13]=1[CH3:12]. Procedure details: The title compound was prepared by a Suzuki coupling of 3-bromo-4-chloronitrobenzene and 4-methyl-3-pyridylboronic acid. This gave (D61) (0.2 g, 33%). Reactants: C=1C=CC2=C(C1)C(=C(C(=N2)C3CC3)/C=C/[C@H](C[C@H](CC(=O)O)O)O)C=4C=CC(=CC4)F.[Na] (Pitavastatin sodium), C(C)(=O)[O-].[Ca+2].C(C)(=O)[O-] (calcium acetate). Solvent: O (water), O (water), C(C)O (ethanol). Run at time 20 minute. Yields the product C1=CC=2C(=C(C(=NC2C=C1)C3CC3)/C=C/[C@@H](O)C[C@@H](O)CC(=O)[O-])C4=CC=C(C=C4)F.C1=CC=2C(=C(C(=NC2C=C1)C3CC3)/C=C/[C@@H](O)C[C@@H](O)CC(=O)[O-])C4=CC=C(C=C4)F.[Ca+2] (pitavastatin calcium). As a reaction SMILES: [CH:1]1[CH:2]=[CH:3][C:4]2[N:10]=[C:9]([CH:11]3[CH2:13][CH2:12]3)[C:8](/[CH:14]=[CH:15]/[C@@H:16]([OH:24])[CH2:17][C@@H:18]([OH:23])[CH2:19][C:20]([OH:22])=[O:21])=[C:7]([C:25]3[CH:26]=[CH:27][C:28]([F:31])=[CH:29][CH:30]=3)[C:5]=2[CH:6]=1.[Na].C([O-])(=O)C.[Ca+2:37].C([O-])(=O)C>O.C(O)C>[CH:1]1[CH:2]=[CH:3][C:4]2[N:10]=[C:9]([CH:11]3[CH2:12][CH2:13]3)[C:8](/[CH:14]=[CH:15]/[C@H:16]([CH2:17][C@H:18]([CH2:19][C:20]([O-:22])=[O:21])[OH:23])[OH:24])=[C:7]([C:25]3[CH:30]=[CH:29][C:28]([F:31])=[CH:27][CH:26]=3)[C:5]=2[CH:6]=1.[CH:1]1[CH:2]=[CH:3][C:4]2[N:10]=[C:9]([CH:11]3[CH2:12][CH2:13]3)[C:8](/[CH:14]=[CH:15]/[C@H:16]([CH2:17][C@H:18]([CH2:19][C:20]([O-:22])=[O:21])[OH:23])[OH:24])=[C:7]([C:25]3[CH:30]=[CH:29][C:28]([F:31])=[CH:27][CH:26]=3)[C:5]=2[CH:6]=1.[Ca+2:37] |f:0.1,2.3.4,7.8.9,^1:31|. Procedure details: Pitavastatin sodium (5.22 g) prepared according to U.S. Pat. Nos. 5,011,930 A, 5,856,336 A and 5,872,130 A is dissolved in a mixture of 75 ml of water and 15 ml of ethanol and stirred at room temperature under a nitrogen atmosphere. Successively 12 ml of 1 mol/L calcium acetate in water is added drop wise thereto over 20 minutes. The reaction mixture is stirred at the ambient temperature for 3 hours, and the resulting precipitate is collected, washed with water and dried to give 4.5 g of crude p...